From a dataset of the Open Reaction Database (ORD), a public repository of structured organic reaction records. describe an organic reaction: reactants, conditions, products, and yield Starting materials: OC1=C2C=CNC2=CC=C1 (4-hydroxy-1H-indole), [Cl-].C(C1=CC=CC=C1)=[N+](C)C (benzylidene-dimethyl-ammonium chloride). Yields the product CN(C)C(C1=CNC=2C=CC=C(C12)O)C1=CC=CC=C1 (3-(Dimethylaminophenylmethyl)-1H-indol-4-ol). Reported procedure: The preparation was carried out in accordance with general synthesis instructions 4 from 4-hydroxy-1H-indole and benzylidene-dimethyl-ammonium chloride, which had been prepared in accordance with example 1. As a reaction SMILES: [OH:1][C:2]1[CH:10]=[CH:9][CH:8]=[C:7]2[C:3]=1[CH:4]=[CH:5][NH:6]2.[Cl-].[CH:12](=[N+:19]([CH3:21])[CH3:20])[C:13]1[CH:18]=[CH:17][CH:16]=[CH:15][CH:14]=1>>[CH3:20][N:19]([CH:12]([C:13]1[CH:18]=[CH:17][CH:16]=[CH:15][CH:14]=1)[C:4]1[C:3]2[C:2]([OH:1])=[CH:10][CH:9]=[CH:8][C:7]=2[NH:6][CH:5]=1)[CH3:21] |f:1.2|. The reactants are Cl.CON (O-methylhydroxylamine hydrochloride), [N+](=O)([O-])C1=CC=C(C=C1)C(CO[Si](C)(C)C(C)(C)C)=O (4'-nitro-2-t-butyldimethylsilyloxyacetophenone), O1CCOCC1 (1,4-dioxane), O (water), O (water). Run in CO (methanol). Run at temperature 80 celsius, time 1.5 hour. The product is CON=C(CO)C1=CC=C(C=C1)[N+](=O)[O-] (4'-Nitro-2-hydroxyacetophenone O-methyloxime). The yield is 67.3%. RXN SMILES: Cl.[CH3:2][O:3][NH2:4].[N+:5]([C:8]1[CH:13]=[CH:12][C:11]([C:14](=O)[CH2:15][O:16][Si](C(C)(C)C)(C)C)=[CH:10][CH:9]=1)([O-:7])=[O:6].O1CCOCC1.O>CO>[CH3:2][O:3][N:4]=[C:14]([C:11]1[CH:10]=[CH:9][C:8]([N+:5]([O-:7])=[O:6])=[CH:13][CH:12]=1)[CH2:15][OH:16] |f:0.1|. Reported procedure: 69 mg of O-methylhydroxylamine hydrochloride were added to a solution of 0.12 g (0.41 mmol) of 4'-nitro-2-t-butyldimethylsilyloxyacetophenone (obtained above) in a mixture of methanol (1.2 ml), 1,4-dioxane (2.0 ml) and water (2.0 ml). The resulting mixture was stirred for 1.5 hours at 80° C., then poured into water and extracted with ethyl acetate. The extract was washed with a saturated aqueous solution of sodium chloride and dried over anhydrous magnesium sulfate. The residue was purified by s... Starting materials: CCCC[N+](CCCC)(CCCC)CCCC, CCOC(C)=O, [F-], CCCC[Si](CCCC)(CCCC)Oc1cccnc1C(=O)c1ccc(F)cc1, C1CCOC1. Yields the product O=C(c1ccc(F)cc1)c1ncccc1O. RXN SMILES: [CH3:31][CH2:32][CH2:33][CH2:34][N+:35]([CH2:36][CH2:37][CH2:38][CH3:39])([CH2:40][CH2:41][CH2:42][CH3:43])[CH2:44][CH2:45][CH2:46][CH3:47].[CH3:53][CH2:54][O:55][C:56](=[O:57])[CH3:58].[F-:30].[F:1][c:2]1[cH:3][cH:4][c:5]([C:6](=[O:7])[c:8]2[n:9][cH:10][cH:11][cH:12][c:13]2[O:14][Si:15]([CH2:16][CH2:17][CH2:18][CH3:19])([CH2:20][CH2:21][CH2:22][CH3:23])[CH2:24][CH2:25][CH2:26][CH3:27])[cH:28][cH:29]1.[O:48]1[CH2:49][CH2:50][CH2:51][CH2:52]1>>[F:1][c:2]1[cH:3][cH:4][c:5]([C:6](=[O:7])[c:8]2[n:9][cH:10][cH:11][cH:12][c:13]2[OH:14])[cH:28][cH:29]1. Starting materials: CCC(CC)(Oc1ccc(Cl)cc1C1CC(=O)NC(c2cc(Cl)ccc2C)C12C(=O)N(C(C)=O)c1cc(Cl)ccc12)C(=O)NS(C)(=O)=O, CO, [Na+], [OH-], O. The product is CCC(CC)(Oc1ccc(Cl)cc1C1CC(=O)NC(c2cc(Cl)ccc2C)C12C(=O)Nc1cc(Cl)ccc12)C(=O)NS(C)(=O)=O. As a reaction SMILES: [C:1](=[O:2])([CH3:3])[N:4]1[C:5](=[O:48])[C:6]2([c:7]3[cH:8][cH:9][c:10]([Cl:13])[cH:11][c:12]31)[CH:14]([c:40]1[c:41]([CH3:47])[cH:42][cH:43][c:44]([Cl:46])[cH:45]1)[NH:15][C:16](=[O:39])[CH2:17][CH:18]2[c:19]1[c:20]([O:26][C:27]([CH2:28][CH3:29])([C:30](=[O:31])[NH:32][S:33](=[O:34])(=[O:35])[CH3:36])[CH2:37][CH3:38])[cH:21][cH:22][c:23]([Cl:25])[cH:24]1.[CH3:52][OH:53].[Na+:50].[OH-:49].[OH2:51]>>[NH:4]1[C:5](=[O:48])[C:6]2([c:7]3[cH:8][cH:9][c:10]([Cl:13])[cH:11][c:12]31)[CH:14]([c:40]1[c:41]([CH3:47])[cH:42][cH:43][c:44]([Cl:46])[cH:45]1)[NH:15][C:16](=[O:39])[CH2:17][CH:18]2[c:19]1[c:20]([O:26][C:27]([CH2:28][CH3:29])([C:30](=[O:31])[NH:32][S:33](=[O:34])(=[O:35])[CH3:36])[CH2:37][CH3:38])[cH:21][cH:22][c:23]([Cl:25])[cH:24]1. Starting materials: ClC=1C(=C(C(=CC1[N+](=O)[O-])C)C)[N+](=O)[O-] (4-chloro-3,5-dinitro-o-xylene), BrN1C(CCC1=O)=O (N-bromosuccinimide), initiator. The solvent is C(Cl)(Cl)(Cl)Cl (carbon tetrachloride). Run at time 2 hour. Yields the product BrCC=1C(=CC(=C(C1[N+](=O)[O-])Cl)[N+](=O)[O-])C (α'-Bromo-4-chloro-3,5-dinitro-o-xylene). Isolated yield 21.8%. RXN SMILES: [Cl:1][C:2]1[C:3]([N+:13]([O-:15])=[O:14])=[C:4]([CH3:12])[C:5]([CH3:11])=[CH:6][C:7]=1[N+:8]([O-:10])=[O:9].[Br:16]N1C(=O)CCC1=O>C(Cl)(Cl)(Cl)Cl>[Br:16][CH2:12][C:4]1[C:5]([CH3:11])=[CH:6][C:7]([N+:8]([O-:10])=[O:9])=[C:2]([Cl:1])[C:3]=1[N+:13]([O-:15])=[O:14]. Reported procedure: A mixture of 4-chloro-3,5-dinitro-o-xylene (4.62 g; 0.02 mol), N-bromosuccinimide (3.90 g; 0.022 mol) and carbon tetrachloride (100 ml) is stirred and heated at reflux for 4 hours. The reaction mixture is then irradiated with a light source (60 watt) and refluxing continued for 2 hours. Next, 100 mg of initiator [2,2-azobis(2-methylpropionitrile)] is added and the mixture refluxed for one more hour. The reaction mixture is then cooled to room temperature and stirred under a light source for 48 h... Starting materials: [Ca+2], ClCCl, Cn1ccnc1Sc1ccc2cc(-c3ccc(F)cc3)ccc2c1, [OH-], [OH-], O=C(OO)c1cccc(Cl)c1. The product is Cn1ccnc1S(=O)(=O)c1ccc2cc(-c3ccc(F)cc3)ccc2c1. RXN SMILES: [Ca+2:37].[Cl:39][CH2:40][Cl:41].[F:1][c:2]1[cH:3][cH:4][c:5](-[c:8]2[cH:9][c:10]3[cH:11][cH:12][c:13]([S:18][c:19]4[n:20]([CH3:24])[cH:21][cH:22][n:23]4)[cH:14][c:15]3[cH:16][cH:17]2)[cH:6][cH:7]1.[OH-:36].[OH-:38].[OH:25][O:26][C:27]([c:28]1[cH:29][c:30]([Cl:31])[cH:32][cH:33][cH:34]1)=[O:35]>>[F:1][c:2]1[cH:3][cH:4][c:5](-[c:8]2[cH:9][c:10]3[cH:11][cH:12][c:13]([S:18]([c:19]4[n:20]([CH3:24])[cH:21][cH:22][n:23]4)(=[O:36])=[O:38])[cH:14][c:15]3[cH:16][cH:17]2)[cH:6][cH:7]1.